Dataset: the Open Reaction Database (ORD), a public repository of structured organic reaction records. Task: describe an organic reaction: reactants, conditions, products, and yield Reactants: BrC1C2=C(C(C3=C(SC=C3)C1Br)=O)C=CC=C2 (9,10-dibromo-9,10-dihydro-4H-benzo[4,5]cyclohepta[ 1,2-b]thiophen-4-one), CO (methanol). Yields the product BrC1C2=C(C(C3=C(SC=C3)C1OC)=O)C=CC=C2 (9-Bromo-9,10-dihydro-10-methoxy- 4H-benzo [4,5]cyclohepta[1,2-b]-thiophen-4-one). As a reaction SMILES: [Br:1][CH:2]1[CH:11](Br)[C:7]2[S:8][CH:9]=[CH:10][C:6]=2[C:5](=[O:13])[C:4]2[CH:14]=[CH:15][CH:16]=[CH:17][C:3]1=2.[CH3:18][OH:19]>>[Br:1][CH:2]1[CH:11]([O:19][CH3:18])[C:7]2[S:8][CH:9]=[CH:10][C:6]=2[C:5](=[O:13])[C:4]2[CH:14]=[CH:15][CH:16]=[CH:17][C:3]1=2. Procedure: A suspension of 20 g of 9,10-dibromo-9,10-dihydro-4H-benzo[4,5]cyclohepta[ 1,2-b]thiophen-4-one in 400 cc of methanol is boiled at reflux for 5 hours. 9-Bromo-9,10-dihydro-10-methoxy- 4H-benzo [4,5]cyclohepta[1,2-b]-thiophen-4-one (M.P. 103°-106°) is obtained.